This data is from the Open Reaction Database (ORD), a public repository of structured organic reaction records. The task is: describe an organic reaction: reactants, conditions, products, and yield The reactants are BrC=1C(C(=CNC1C)C(=O)O)=O (5-Bromo-6-methyl-4-oxo-1,4-dihydro-pyridine-3-carboxylic acid), FC(C=1C=C(C=CC1)B(O)O)(F)F (3-(trifluoromethyl)phenylboronic acid), 1,1′-[bis(diphenylphosphino)ferrocene]dichloropalladium(II), C(=O)([O-])[O-].[K+].[K+] (K2CO3). Solvent: C(C)#N (acetonitrile). Run at temperature 75 celsius, time 6 hour. Yields the product CC1=C(C(C(=CN1)C(=O)O)=O)C1=CC(=CC=C1)C(F)(F)F (6-Methyl-4-oxo-5-(3-trifluoromethyl-phenyl)-1,4-dihydro-pyridine-3-carboxylic acid). Reaction SMILES: Br[C:2]1[C:3](=[O:12])[C:4]([C:9]([OH:11])=[O:10])=[CH:5][NH:6][C:7]=1[CH3:8].[F:13][C:14]([F:25])([F:24])[C:15]1[CH:16]=[C:17](B(O)O)[CH:18]=[CH:19][CH:20]=1.C([O-])([O-])=O.[K+].[K+]>C(#N)C>[CH3:8][C:7]1[NH:6][CH:5]=[C:4]([C:9]([OH:11])=[O:10])[C:3](=[O:12])[C:2]=1[C:19]1[CH:18]=[CH:17][CH:16]=[C:15]([C:14]([F:25])([F:24])[F:13])[CH:20]=1 |f:2.3.4|. Procedure: To a solution of 5-bromo-6-methyl-4-oxo-1,4-dihydro-pyridine-3-carboxylic acid (preparation 5a, 12.05 g, 51.9 mmol), 3-(trifluoromethyl)phenylboronic acid (13.6 g, 71.6 mmol), 1,1′-[bis(diphenylphosphino)ferrocene]dichloropalladium(II) (3.60 g, 4.92 mmol) in acetonitrile (100 mL) is added 2 M aqueous K2CO3 solution (47 mL, 94 mmol). After stirring for 6 h at 75° C., the reaction mixture is filtered and the filtrate is concentrated under reduced pressure. The resulting residue is dissolved in dic... Starting materials: CSc1ccc2c(c1)C=Cc1ccc(C(=O)O)cc1S2, O=C(O)c1ccc2c(c1)Sc1ccccc1CC2. Yields the product CSc1ccc2c(c1)C=Cc1ccc(CO)cc1S2. RXN SMILES: [CH3:1][S:2][c:3]1[cH:4][cH:5][c:6]2[c:7]([cH:20]1)[CH:8]=[CH:9][c:10]1[c:11]([cH:13][c:14]([C:17](=[O:18])[OH:19])[cH:15][cH:16]1)[S:12]2.[cH:21]1[c:22]2[c:32]([cH:33][c:34]([C:35]([OH:36])=[O:37])[cH:38]1)[S:31][c:30]1[c:25]([cH:26][cH:27][cH:28][cH:29]1)[CH2:24][CH2:23]2>>[CH3:1][S:2][c:3]1[cH:4][cH:5][c:6]2[c:7]([cH:20]1)[CH:8]=[CH:9][c:10]1[c:11]([cH:13][c:14]([CH2:17][OH:18])[cH:15][cH:16]1)[S:12]2. Yields the product N#CC1(N2CCCC2)CCN(Cc2ccccc2)CC1. The reactants are C1CCNC1, O=C1CCN(Cc2ccccc2)CC1, CCO, CCOC(C)=O, CCCCCCC, Cl, N#C[K], O. RXN SMILES: [CH2:1]1[CH2:2][CH2:3][NH:4][CH2:5]1.[CH2:6]([c:7]1[cH:8][cH:9][cH:10][cH:11][cH:12]1)[N:13]1[CH2:14][CH2:15][C:16](=[O:19])[CH2:17][CH2:18]1.[CH3:24][CH2:25][OH:26].[CH3:28][CH2:29][O:30][C:31]([CH3:32])=[O:33].[CH3:34][CH2:35][CH2:36][CH2:37][CH2:38][CH2:39][CH3:40].[ClH:20].[K:21][C:22]#[N:23].[OH2:27]>>[CH2:1]1[CH2:2][CH2:3][N:4]([C:16]2([C:22]#[N:23])[CH2:15][CH2:14][N:13]([CH2:6][c:7]3[cH:8][cH:9][cH:10][cH:11][cH:12]3)[CH2:18][CH2:17]2)[CH2:5]1. The product is Cc1onc(-c2ccccc2)c1CNc1cnc(C(=O)NC(C)C)cn1. Reactants: CC(C)N, C[Al](C)C, COC(=O)c1cnc(NCc2c(-c3ccccc3)noc2C)cn1, C1COCCO1, O. Reaction SMILES: [CH3:1][CH:2]([CH3:3])[NH2:4].[CH3:5][Al:6]([CH3:7])[CH3:8].[CH3:9][O:10][C:11](=[O:12])[c:13]1[n:14][cH:15][c:16]([NH:19][CH2:20][c:21]2[c:22](-[c:27]3[cH:28][cH:29][cH:30][cH:31][cH:32]3)[n:23][o:24][c:25]2[CH3:26])[n:17][cH:18]1.[O:34]1[CH2:35][CH2:36][O:37][CH2:38][CH2:39]1.[OH2:33]>>[CH3:1][CH:2]([CH3:3])[NH:4][C:11](=[O:10])[c:13]1[n:14][cH:15][c:16]([NH:19][CH2:20][c:21]2[c:22](-[c:27]3[cH:28][cH:29][cH:30][cH:31][cH:32]3)[n:23][o:24][c:25]2[CH3:26])[n:17][cH:18]1. Starting materials: C1(CC1)OC1=C(C=C(C=C1)OC(F)(F)F)N (2-cyclopropoxy-5-(trifluoromethoxy)benzeneamine), [I-].[K+] (potassium iodide), ice, N(=O)[O-].[Na+] (sodium nitrite). Run in Cl (hydrochloric acid), O (water), O (water). Run at temperature 0 celsius, time 30 minute. The product is C1(CC1)OC1=C(C=C(C=C1)OC(F)(F)F)I (2-Cyclopropoxy-5-(trifluoromethoxy)iodobenzene). Yield: 87.9%. RXN SMILES: N([O-])=O.[Na+].[CH:5]1([O:8][C:9]2[CH:14]=[CH:13][C:12]([O:15][C:16]([F:19])([F:18])[F:17])=[CH:11][C:10]=2N)[CH2:7][CH2:6]1.[I-:21].[K+]>O.Cl>[CH:5]1([O:8][C:9]2[CH:14]=[CH:13][C:12]([O:15][C:16]([F:19])([F:18])[F:17])=[CH:11][C:10]=2[I:21])[CH2:7][CH2:6]1 |f:0.1,3.4|. Procedure: An ice-cooled solution of sodium nitrite (3.55 g, 51 mmol) in water (10 mL) was added dropwise to a stirred, cooled (0° C.) solution of 2-cyclopropoxy-5-(trifluoromethoxy)benzeneamine (Description 7, 4.8 g, 20.6 mmol) in aqueous hydrochloric acid (5M, 300 mL), maintaining the internal temperature at 0° C. The mixture was stirred at 0° C. for 30 min., then potassium iodide (8.55 g, 51.5 mmol) in water (10 mL) was added dropwise, maintaining the internal temperature at 0° C. The mixture was stirre... Reactants: CCOC(=O)c1cnn(C)c1C(=O)Nc1ccn2nc(N3CCOCC3)nc2c1, CO, [Li+], [OH-], O, O. The product is Cn1ncc(C(=O)O)c1C(=O)Nc1ccn2nc(N3CCOCC3)nc2c1. Reaction SMILES: [CH3:1][n:2]1[n:3][cH:4][c:5]([C:25](=[O:26])[O:27][CH2:28][CH3:29])[c:6]1[C:7]([NH:8][c:9]1[cH:10][c:11]2[n:12]([cH:13][cH:14]1)[n:15][c:16]([N:18]1[CH2:19][CH2:20][O:21][CH2:22][CH2:23]1)[n:17]2)=[O:24].[CH3:33][OH:34].[Li+:32].[OH-:31].[OH2:30].[OH2:35]>>[CH3:1][n:2]1[n:3][cH:4][c:5]([C:25](=[O:26])[OH:27])[c:6]1[C:7]([NH:8][c:9]1[cH:10][c:11]2[n:12]([cH:13][cH:14]1)[n:15][c:16]([N:18]1[CH2:19][CH2:20][O:21][CH2:22][CH2:23]1)[n:17]2)=[O:24]. Reactants: C(C)(C)N(CC)C(C)C (diisopropylethylamine), Cl.C1(CC1)CON (O-cyclopropylmethyl-hydroxylamine hydrochloride), FC1=C(C=CC(=C1F)F)S(=O)(=O)Cl (2,3,4-trifluorobenzenesulfonyl chloride). Run in ClCCl (dichloromethane), ClCCl (dichloromethane). Conditions: time 12 minute. The product is C1(CC1)CONS(=O)(=O)C1=C(C(=C(C=C1)F)F)F (N-cyclopropylmethoxy-2,3,4-trifluoro-benzenesulfonamide). The yield is 67.9%. As a reaction SMILES: Cl.[CH:2]1([CH2:5][O:6][NH2:7])[CH2:4][CH2:3]1.C(N(C(C)C)CC)(C)C.[F:17][C:18]1[C:23]([F:24])=[C:22]([F:25])[CH:21]=[CH:20][C:19]=1[S:26](Cl)(=[O:28])=[O:27]>ClCCl>[CH:2]1([CH2:5][O:6][NH:7][S:26]([C:19]2[CH:20]=[CH:21][C:22]([F:25])=[C:23]([F:24])[C:18]=2[F:17])(=[O:28])=[O:27])[CH2:4][CH2:3]1 |f:0.1|. Reported procedure: To a stirring suspension comprised of O-cyclopropylmethyl-hydroxylamine hydrochloride (5.40 g, 0.0437 mol) in dichloromethane (20 ml) at ambient temperature under a nitrogen atmosphere was added diisopropylethylamine (10.8 ml, 0.062 mol). A solution comprised of 2,3,4-trifluorobenzenesulfonyl chloride (Oakwood Products, Inc., 1.00 g, 4.34×10−3 mol) in dichloromethane (120 ml) was added dropwise to the reaction vessel containing the stirring suspension over a 12 minute period. The reaction mixtur... Starting materials: Cl (HCl), CC1(C=2C=CC(=CC2C(=CC1)C=1SC(=CC1)C)C#CC1=CC=C(C(=O)OCC)C=C1)C (Ethyl 4-[(5,6-dihydro-5,5-dimethyl-8-(5-methyl-2-thienyl)-2-naphthalenyl)ethynyl]benzoate), CC1(C=2C=CC(=CC2C(=CC1)C=1SC(=CC1)C)C#CC1=CC=C(C(=O)OCC)C=C1)C (Ethyl 4-[(5,6-dihydro-5,5-dimethyl-8-(5-methyl-2-thienyl)-2-naphthalenyl)ethynyl]benzoate), [OH-].[Na+] (NaOH). Run in CCO (EtOH), C1CCOC1 (THF). Conditions: time 8 hour. Product: CC1(C=2C=CC(=CC2C(=CC1)C=1SC(=CC1)C)C#CC1=CC=C(C(=O)O)C=C1)C (4-[(5,6-Dihydro-5,5-dimethyl-8-(5-methyl-2-thienyl)-2-naphthalenyl)ethynyl]benzoic acid). As a reaction SMILES: [CH3:1][C:2]1([CH3:31])[CH2:11][CH:10]=[C:9]([C:12]2[S:13][C:14]([CH3:17])=[CH:15][CH:16]=2)[C:8]2[CH:7]=[C:6]([C:18]#[C:19][C:20]3[CH:30]=[CH:29][C:23]([C:24]([O:26]CC)=[O:25])=[CH:22][CH:21]=3)[CH:5]=[CH:4][C:3]1=2.[OH-].[Na+].Cl>CCO.C1COCC1>[CH3:1][C:2]1([CH3:31])[CH2:11][CH:10]=[C:9]([C:12]2[S:13][C:14]([CH3:17])=[CH:15][CH:16]=2)[C:8]2[CH:7]=[C:6]([C:18]#[C:19][C:20]3[CH:21]=[CH:22][C:23]([C:24]([OH:26])=[O:25])=[CH:29][CH:30]=3)[CH:5]=[CH:4][C:3]1=2 |f:1.2|. Procedure: To a solution of ethyl 4-[5,6-dihydro-5,5-dimethyl-8-(5-methyl-2-thienyl)-2-naphthalenyl)ethynylbenzoate (Compound 33) (35.0 mg, 0.082 mmol) in 2 ml of EtOH and 1 ml THF at room temperature was added aqueous NaOH (1 ml, 1 M, 1 mmol). The resulting solution was stirred at room temperature overnight and then acidified with 10% HCl. Extraction with EtOAc, followed by drying over Na2SO4, and removal of the solvents under reduced pressure afforded the title compound as a colorless solid. 1H NMR (d6-a... Reaction SMILES: [C:43](=[O:44])([OH:45])[O-:46].[CH3:22][O:23][CH:24]([O:25][CH3:26])[CH2:27][CH:28]([O:29][CH3:30])[O:31][CH3:32].[CH3:48][CH2:49][OH:50].[Cl:1][c:2]1[cH:3][cH:4][c:5](-[n:8]2[n:9][cH:10][c:11]([C:13](=[O:14])[CH2:15][N:16]3[CH2:17][CH2:18][CH2:19][CH2:20][CH2:21]3)[cH:12]2)[cH:6][cH:7]1.[Cl:34][c:35]1[cH:36][cH:37][c:38]([NH:39][NH2:40])[cH:41][cH:42]1.[ClH:33].[Na+:47]>>[Cl:1][c:2]1[cH:3][cH:4][c:5](-[n:8]2[n:9][cH:10][cH:11][cH:12]2)[cH:6][cH:7]1. Yields the product Clc1ccc(-n2cccn2)cc1. The reactants are O=C([O-])O, COC(CC(OC)OC)OC, CCO, O=C(CN1CCCCC1)c1cnn(-c2ccc(Cl)cc2)c1, NNc1ccc(Cl)cc1, Cl, [Na+].